This data is from the Open Reaction Database (ORD), a public repository of structured organic reaction records. The task is: describe an organic reaction: reactants, conditions, products, and yield Starting materials: P(=O)(OCCC1=CC=CC=C1)(OCCC1=CC=CC=C1)OC (bis(phenethyl) methyl phosphate), C[Si](C)(C)Br (TMSBr), [OH-].[Na+] (NaOH). The solvent is C(C)#N (acetonitrile), CO (MeOH). Run at temperature 0 celsius, time 1.5 hour. The product is P(=O)(OCCC1=CC=CC=C1)(OCCC1=CC=CC=C1)[O-].[Na+] (sodium bis(phenethyl) phosphate). As a reaction SMILES: [P:1]([O:21]C)([O:12][CH2:13][CH2:14][C:15]1[CH:20]=[CH:19][CH:18]=[CH:17][CH:16]=1)([O:3][CH2:4][CH2:5][C:6]1[CH:11]=[CH:10][CH:9]=[CH:8][CH:7]=1)=[O:2].C[Si](Br)(C)C.[OH-].[Na+:29]>C(#N)C.CO>[P:1]([O-:21])([O:3][CH2:4][CH2:5][C:6]1[CH:11]=[CH:10][CH:9]=[CH:8][CH:7]=1)([O:12][CH2:13][CH2:14][C:15]1[CH:20]=[CH:19][CH:18]=[CH:17][CH:16]=1)=[O:2].[Na+:29] |f:2.3,6.7|. Procedure: A solution of 0.26 g (0.8 mmol) of bis(phenethyl) methyl phosphate in 3.2 mL of dry acetonitrile was stirred at 0° C. under N2 while 0.23 mL (2.18 eq.) of TMSBr was added dropwise. The solution was stirred at 0° C. for 1.5 hours. The solvent was removed and the residue was dissolved in NaOH (1.0 eq.) in MeOH solution. After 30 minutes at room temperature, the solution was concentrated, and the white solid was taken up in ether (6.0 mL) and filtered to give sodium bis(phenethyl) phosphate. Starting materials: O=C(Nc1ncc([N+](=O)[O-])cn1)c1ccccc1, CCO, [H][H]. Product: Nc1cnc(NC(=O)c2ccccc2)nc1. Reaction SMILES: [C:1]([c:2]1[cH:3][cH:4][cH:5][cH:6][cH:7]1)(=[O:8])[NH:9][c:10]1[n:11][cH:12][c:13]([N+:16]([O-:17])=[O:18])[cH:14][n:15]1.[CH3:21][CH2:22][OH:23].[H:19][H:20]>>[C:1]([c:2]1[cH:3][cH:4][cH:5][cH:6][cH:7]1)(=[O:8])[NH:9][c:10]1[n:11][cH:12][c:13]([NH2:16])[cH:14][n:15]1. Starting materials: CCN(c1nc(C)cc(C(=O)N2CCC3(CC2)OCCO3)n1)c1ccc(C(C)C)cc1Br, C1CCOC1, Cl, [Na+], [OH-]. The product is CCN(c1nc(C)cc(C(=O)N2CCC(=O)CC2)n1)c1ccc(C(C)C)cc1Br. Reaction SMILES: [Br:1][c:2]1[c:3]([N:11]([c:12]2[n:13][c:14]([CH3:30])[cH:15][c:16]([C:18](=[O:19])[N:20]3[CH2:21][CH2:22][C:23]4([CH2:24][CH2:25]3)[O:26][CH2:29][CH2:28][O:27]4)[n:17]2)[CH2:31][CH3:32])[cH:4][cH:5][c:6]([CH:8]([CH3:9])[CH3:10])[cH:7]1.[CH2:36]1[O:37][CH2:38][CH2:39][CH2:40]1.[ClH:33].[Na+:35].[OH-:34]>>[Br:1][c:2]1[c:3]([N:11]([c:12]2[n:13][c:14]([CH3:30])[cH:15][c:16]([C:18](=[O:19])[N:20]3[CH2:21][CH2:22][C:23](=[O:26])[CH2:24][CH2:25]3)[n:17]2)[CH2:31][CH3:32])[cH:4][cH:5][c:6]([CH:8]([CH3:9])[CH3:10])[cH:7]1. Reactants: C(C)(C)(C)[Si](OCCN(S(=O)(=O)C)C1CCC(CC1)N(CC1=CC=CC=C1)CC1=CC=CC=C1)(C)C (N-[2-(t-Butyl-dimethyl-silanyloxy)-ethyl]-N-(4-dibenzylamino-cyclohexyl)-methanesulfonamide). Reagents/catalysts: [OH-].[OH-].[Pd+2] (Pd(OH)2). Solvent: CCO.CO (EtOH MeOH). Product: C(C)(C)(C)[Si](OCCN(S(=O)(=O)C)C1CCC(CC1)N)(C)C (N-[2-(t-butyl-dimethyl-silanyloxy)-ethyl]-N-(4-amino-cyclohexyl)-methanesulfonamide). Isolated yield 98.0%. RXN SMILES: [C:1]([Si:5]([CH3:36])([CH3:35])[O:6][CH2:7][CH2:8][N:9]([CH:14]1[CH2:19][CH2:18][CH:17]([N:20](CC2C=CC=CC=2)CC2C=CC=CC=2)[CH2:16][CH2:15]1)[S:10]([CH3:13])(=[O:12])=[O:11])([CH3:4])([CH3:3])[CH3:2]>CCO.CO.[OH-].[OH-].[Pd+2]>[C:1]([Si:5]([CH3:36])([CH3:35])[O:6][CH2:7][CH2:8][N:9]([CH:14]1[CH2:15][CH2:16][CH:17]([NH2:20])[CH2:18][CH2:19]1)[S:10]([CH3:13])(=[O:12])=[O:11])([CH3:4])([CH3:3])[CH3:2] |f:1.2,3.4.5|. Reported procedure: N-[2-(t-Butyl-dimethyl-silanyloxy)-ethyl]-N-(4-dibenzylamino-cyclohexyl)-methanesulfonamide (3.282 g, 6.18 mmol) and Pd(OH)2 (0.40 g) were combined in EtOH/MeOH under Ar, and treated with H2 (45 psi) at RT for 1 day. The reaction mixture was then filtered, the solid washed with EtOH, the filtrates combined, and solvent removed in vacuo to yield N-[2-(t-butyl-dimethyl-silanyloxy)-ethyl]-N-(4-amino-cyclohexyl)-methanesulfonamide (2.123 g). Reactants: [Na+], O=C([O-])O, CN(C)C=O, COc1cccc(Nc2c(C(N)=O)cnc3c(C)cc(S(=O)(=O)c4cccc(C(=O)NCCCCCCCCO)c4)cc23)c1. The product is COc1cccc(Nc2c(C(N)=O)cnc3c(C)cc(S(=O)(=O)c4cccc(C(=O)NCCCCCCCC=O)c4)cc23)c1. Reaction SMILES: [Na+:49].[O-:45][C:46]([OH:47])=[O:48].[O:50]=[CH:51][N:52]([CH3:53])[CH3:54].[OH:1][CH2:2][CH2:3][CH2:4][CH2:5][CH2:6][CH2:7][CH2:8][CH2:9][NH:10][C:11](=[O:12])[c:13]1[cH:14][c:15]([S:19](=[O:20])(=[O:21])[c:22]2[cH:23][c:24]3[c:25]([NH:36][c:37]4[cH:38][c:39]([O:43][CH3:44])[cH:40][cH:41][cH:42]4)[c:26]([C:33](=[O:34])[NH2:35])[cH:27][n:28][c:29]3[c:30]([CH3:32])[cH:31]2)[cH:16][cH:17][cH:18]1>>[O:1]=[CH:2][CH2:3][CH2:4][CH2:5][CH2:6][CH2:7][CH2:8][CH2:9][NH:10][C:11](=[O:12])[c:13]1[cH:14][c:15]([S:19](=[O:20])(=[O:21])[c:22]2[cH:23][c:24]3[c:25]([NH:36][c:37]4[cH:38][c:39]([O:43][CH3:44])[cH:40][cH:41][cH:42]4)[c:26]([C:33](=[O:34])[NH2:35])[cH:27][n:28][c:29]3[c:30]([CH3:32])[cH:31]2)[cH:16][cH:17][cH:18]1. The reactants are CCOC(=O)CNC(C)C, COC(=O)c1cnc(Cl)c([N+](=O)[O-])c1, ClCCl. The product is CCOC(=O)CN(c1ncc(C(=O)OC)cc1[N+](=O)[O-])C(C)C. RXN SMILES: [CH:15]([CH3:16])([CH3:17])[NH:18][CH2:19][C:20](=[O:21])[O:22][CH2:23][CH3:24].[Cl:1][c:2]1[n:3][cH:4][c:5]([C:6](=[O:7])[O:8][CH3:9])[cH:10][c:11]1[N+:12](=[O:13])[O-:14].[Cl:25][CH2:26][Cl:27]>>[c:2]1([N:18]([CH:15]([CH3:16])[CH3:17])[CH2:19][C:20](=[O:21])[O:22][CH2:23][CH3:24])[n:3][cH:4][c:5]([C:6](=[O:7])[O:8][CH3:9])[cH:10][c:11]1[N+:12](=[O:13])[O-:14]. Reactants: BrC1=CC=C(C(=O)O)C=C1 (4-bromobenzoic acid), CC=1C(=NC=C(C1)C)N1CCNCC1 (1-(3,5-dimethylpyridin-2-yl)piperazine). The product is BrC1=CC=C(C=C1)C(=O)N1CCN(CC1)C1=NC=C(C=C1C)C ((4-bromophenyl)[4-(3,5-dimethylpyridin-2-yl)piperazin-1-yl]methanone). Yield: 90.2%. Reaction SMILES: [Br:1][C:2]1[CH:10]=[CH:9][C:5]([C:6]([OH:8])=O)=[CH:4][CH:3]=1.[CH3:11][C:12]1[C:13]([N:19]2[CH2:24][CH2:23][NH:22][CH2:21][CH2:20]2)=[N:14][CH:15]=[C:16]([CH3:18])[CH:17]=1>>[Br:1][C:2]1[CH:3]=[CH:4][C:5]([C:6]([N:22]2[CH2:23][CH2:24][N:19]([C:13]3[C:12]([CH3:11])=[CH:17][C:16]([CH3:18])=[CH:15][N:14]=3)[CH2:20][CH2:21]2)=[O:8])=[CH:9][CH:10]=1. Procedure: Using 4-bromobenzoic acid (0.50 g) and 1-(3,5-dimethylpyridin-2-yl)piperazine (0.48 g) described in Preparation Example 79 and by the reaction and treatment in the same manner as in Preparation Example 111, the title compound (0.84 g) was obtained.